From a dataset of the Open Reaction Database (ORD), a public repository of structured organic reaction records. describe an organic reaction: reactants, conditions, products, and yield Reaction SMILES: [Cl:24][c:25]1[n:26][cH:27][c:28]([Cl:46])[c:29]([NH:31][c:32]2[c:33]([O:44][CH3:45])[cH:34][c:35]([N:38]3[CH2:39][CH2:40][O:41][CH2:42][CH2:43]3)[cH:36][cH:37]2)[n:30]1.[NH2:1][c:2]1[c:3]([O:22][CH3:23])[cH:4][c:5]2[c:6]([cH:21]1)[N:7]([CH2:19][CH3:20])[C:8](=[O:18])[CH2:9][N:10]([CH2:12][C:13](=[O:14])[N:15]([CH3:16])[CH3:17])[CH2:11]2>>[NH:1]([c:2]1[c:3]([O:22][CH3:23])[cH:4][c:5]2[c:6]([cH:21]1)[N:7]([CH2:19][CH3:20])[C:8](=[O:18])[CH2:9][N:10]([CH2:12][C:13](=[O:14])[N:15]([CH3:16])[CH3:17])[CH2:11]2)[c:25]1[n:26][cH:27][c:28]([Cl:46])[c:29]([NH:31][c:32]2[c:33]([O:44][CH3:45])[cH:34][c:35]([N:38]3[CH2:39][CH2:40][O:41][CH2:42][CH2:43]3)[cH:36][cH:37]2)[n:30]1. Reactants: COc1cc(N2CCOCC2)ccc1Nc1nc(Cl)ncc1Cl, CCN1C(=O)CN(CC(=O)N(C)C)Cc2cc(OC)c(N)cc21. The product is CCN1C(=O)CN(CC(=O)N(C)C)Cc2cc(OC)c(Nc3ncc(Cl)c(Nc4ccc(N5CCOCC5)cc4OC)n3)cc21. The reactants are CCOc1cc2c(=O)[nH]cnc2cc1OC, Cc1ccccc1, O=P(Cl)(Cl)Cl. The product is CCOc1cc2c(Cl)ncnc2cc1OC. RXN SMILES: [CH2:1]([CH3:2])[O:3][c:4]1[cH:5][c:6]2[c:7](=[O:16])[nH:8][cH:9][n:10][c:11]2[cH:12][c:13]1[O:14][CH3:15].[CH3:22][c:23]1[cH:24][cH:25][cH:26][cH:27][cH:28]1.[P:17]([Cl:18])([Cl:19])([Cl:20])=[O:21]>>[CH2:1]([CH3:2])[O:3][c:4]1[cH:5][c:6]2[c:7]([Cl:19])[n:8][cH:9][n:10][c:11]2[cH:12][c:13]1[O:14][CH3:15]. Reactants: [Al+3], CCOC(=O)c1cnc2[nH]c(-c3cc(OCc4ccccc4)ccc3OC(C)C)nc2c1, [H-], [H-], [H-], [H-], [Li+], C1CCOC1, O. The product is CC(C)Oc1ccc(OCc2ccccc2)cc1-c1nc2cc(CO)cnc2[nH]1. Reaction SMILES: [Al+3:34].[CH2:1]([c:2]1[cH:3][cH:4][cH:5][cH:6][cH:7]1)[O:8][c:9]1[cH:10][cH:11][c:12]([O:29][CH:30]([CH3:31])[CH3:32])[c:13](-[c:15]2[n:16][c:17]3[c:18]([n:19][cH:20][c:21]([C:23](=[O:24])[O:25][CH2:26][CH3:27])[cH:22]3)[nH:28]2)[cH:14]1.[H-:33].[H-:36].[H-:37].[H-:38].[Li+:35].[O:40]1[CH2:41][CH2:42][CH2:43][CH2:44]1.[OH2:39]>>[CH2:1]([c:2]1[cH:3][cH:4][cH:5][cH:6][cH:7]1)[O:8][c:9]1[cH:10][cH:11][c:12]([O:29][CH:30]([CH3:31])[CH3:32])[c:13](-[c:15]2[n:16][c:17]3[c:18]([n:19][cH:20][c:21]([CH2:23][OH:24])[cH:22]3)[nH:28]2)[cH:14]1. Starting materials: O1CCOC12CCN(CC2)C(=O)C=2NC1=CC=C(C=C1C2)C(=O)N2CCN(CC2)C(C)C ((1,4-Dioxa-8-aza-spiro[4.5]dec-8-yl)-[5-(4-isopropyl-piperazine-1-carbonyl)-1H-indol-2-yl]-methanone), ClC1=NC=CC(=C1)B(O)O (2-chloropyridine-4-boronic acid), N1=CC=CC=C1 (pyridine). Reagents/catalysts: C(C)(=O)[O-].[Cu+2].C(C)(=O)[O-] (copper(II) acetate). Solvent: ClCCl (dichloromethane). Yields the product ClC1=NC=CC(=C1)N1C(=CC2=CC(=CC=C12)C(=O)N1CCN(CC1)C(C)C)C(=O)N1CCC2(OCCO2)CC1 ([1-(2-Chloro-pyridin-4-yl)-5-(4-isopropyl-piperazine-1-carbonyl)-1H-indol-2-yl]-(1,4-dioxa-8-aza-spiro[4.5]dec-8-yl)-methanone). The yield is 42.0%. RXN SMILES: [O:1]1[C:5]2([CH2:10][CH2:9][N:8]([C:11]([C:13]3[NH:14][C:15]4[C:20]([CH:21]=3)=[CH:19][C:18]([C:22]([N:24]3[CH2:29][CH2:28][N:27]([CH:30]([CH3:32])[CH3:31])[CH2:26][CH2:25]3)=[O:23])=[CH:17][CH:16]=4)=[O:12])[CH2:7][CH2:6]2)[O:4][CH2:3][CH2:2]1.[Cl:33][C:34]1[CH:39]=[C:38](B(O)O)[CH:37]=[CH:36][N:35]=1.N1C=CC=CC=1>ClCCl.C([O-])(=O)C.[Cu+2].C([O-])(=O)C>[Cl:33][C:34]1[CH:39]=[C:38]([N:14]2[C:15]3[C:20](=[CH:19][C:18]([C:22]([N:24]4[CH2:25][CH2:26][N:27]([CH:30]([CH3:32])[CH3:31])[CH2:28][CH2:29]4)=[O:23])=[CH:17][CH:16]=3)[CH:21]=[C:13]2[C:11]([N:8]2[CH2:9][CH2:10][C:5]3([O:4][CH2:3][CH2:2][O:1]3)[CH2:6][CH2:7]2)=[O:12])[CH:37]=[CH:36][N:35]=1 |f:4.5.6|. Reported procedure: The title compound was synthesized in analogy to example 66, from (1,4-dioxa-8-aza-spiro[4.5]dec-8-yl)-[5-(4-isopropyl-piperazine-1-carbonyl)-1H-indol-2-yl]-methanone (example 196), 2-chloropyridine-4-boronic acid, copper(II) acetate and pyridine in dichloromethane, to give the desired product as a light brown foam (42%). RXN SMILES: [CH2:1]([CH3:2])[S:3](=[O:4])(=[O:5])[N:6]1[CH2:7][C:8]([CH2:10][F:11])([n:12]2[n:13][cH:14][c:15](-[c:17]3[c:18]4[c:19]([n:20][cH:21][n:22]3)[n:23]([CH2:26][O:27][CH2:28][CH2:29][Si:30]([CH3:31])([CH3:32])[CH3:33])[cH:24][cH:25]4)[cH:16]2)[CH2:9]1.[F:34][C:35]([C:36](=[O:37])[OH:38])([F:39])[F:40].[NH2:41][CH2:42][CH2:43][NH2:44]>>[CH2:1]([CH3:2])[S:3](=[O:4])(=[O:5])[N:6]1[CH2:7][C:8]([CH2:10][F:11])([n:12]2[n:13][cH:14][c:15](-[c:17]3[c:18]4[c:19]([n:20][cH:21][n:22]3)[nH:23][cH:24][cH:25]4)[cH:16]2)[CH2:9]1.[F:34][C:35]([C:36](=[O:37])[OH:38])([F:39])[F:40]. Yields the product CCS(=O)(=O)N1CC(CF)(n2cc(-c3ncnc4[nH]ccc34)cn2)C1, O=C(O)C(F)(F)F. Reactants: CCS(=O)(=O)N1CC(CF)(n2cc(-c3ncnc4c3ccn4COCC[Si](C)(C)C)cn2)C1, O=C(O)C(F)(F)F, NCCN.